Dataset: the Open Reaction Database (ORD), a public repository of structured organic reaction records. Task: describe an organic reaction: reactants, conditions, products, and yield Reactants: COC=1C=CC(=CC1)P2(=S)SP(=S)(S2)C=3C=CC(=CC3)OC (Lawesson reagent), COC1=C(C=C(C=C1)N1CCOCC1)NC(=S)C=1NC=CN1 (1H-imidazole-2-carbothioic acid (2-methoxy-5-morpholin-4-yl-phenyl)-amide), [OH-].[K+] (KOH). The reagents and catalysts are [C-]#N.[C-]#N.[C-]#N.[C-]#N.[C-]#N.[C-]#N.[K+].[K+].[K+].[K+].[Fe+6] (potassium hexacyano ferrate). The solvent is O (water). The product is N1C(=NC=C1)C=1SC2=C(N1)C(=CC=C2N2CCOCC2)OC (2-(1H-imidazol-2-yl)-4-methoxy-7-morpholin-4-yl-benzothiazole). Reaction SMILES: COC1C=CC(P2(SP(C3C=CC(OC)=CC=3)(=S)S2)=S)=CC=1.[CH3:23][O:24][C:25]1[CH:30]=[CH:29][C:28]([N:31]2[CH2:36][CH2:35][O:34][CH2:33][CH2:32]2)=[CH:27][C:26]=1[NH:37][C:38]([C:40]1[NH:41][CH:42]=[CH:43][N:44]=1)=[S:39].[OH-].[K+]>O.[C-]#N.[C-]#N.[C-]#N.[C-]#N.[C-]#N.[C-]#N.[K+].[K+].[K+].[K+].[Fe+6]>[NH:44]1[CH:43]=[CH:42][N:41]=[C:40]1[C:38]1[S:39][C:27]2[C:28]([N:31]3[CH2:32][CH2:33][O:34][CH2:35][CH2:36]3)=[CH:29][CH:30]=[C:25]([O:24][CH3:23])[C:26]=2[N:37]=1 |f:2.3,5.6.7.8.9.10.11.12.13.14.15|. Reported procedure: According to scheme 1, to a suspension of a imidazole-2-carboxylic acid (X) was added CDI (1,1′-carbonyl-diimidazole) and stirred at ambient temperature for about 1 h. Then the mixture was refluxed and cooled to ambient temperature. 2-Methoxy-5-morpholin-4-yl-phenylamine (for R1=morpholinyl, IX) was added and the reaction mixture was heated to reflux for about 16 h. After workup 1H-imidazole-2-carboxylic acid (2-methoxy-5-morpholin-4-yl-phenyl)-amide (XI) was obtained, which was then treated wit...